From a dataset of the Open Reaction Database (ORD), a public repository of structured organic reaction records. describe an organic reaction: reactants, conditions, products, and yield Reactants: C(C)(C)(C)C1=CC(=C(C=C1)CC(=O)N(C)C)OC (2-(4-Tert-butyl-2-methoxyphenyl)-N,N-dimethylacetamide), [OH-].[Na+] (sodium hydroxide), CCOC(=O)C (EtOAc), [H-].[Al+3].[Li+].[H-].[H-].[H-] (lithium aluminum hydride), CCOC(=O)C (EtOAc). Solvent: C1CCOC1 (THF). Run at temperature 65 celsius, time 8 hour. The product is C(C)(C)(C)C1=CC(=C(C=C1)CCN(C)C)OC ([2-(4-Tert-butyl-2-methoxyphenyl)ethyl]dimethylamine). Reaction SMILES: [C:1]([C:5]1[CH:10]=[CH:9][C:8]([CH2:11][C:12]([N:14]([CH3:16])[CH3:15])=O)=[C:7]([O:17][CH3:18])[CH:6]=1)([CH3:4])([CH3:3])[CH3:2].[H-].[Al+3].[Li+].[H-].[H-].[H-].CCOC(C)=O.[OH-].[Na+]>C1COCC1>[C:1]([C:5]1[CH:10]=[CH:9][C:8]([CH2:11][CH2:12][N:14]([CH3:15])[CH3:16])=[C:7]([O:17][CH3:18])[CH:6]=1)([CH3:4])([CH3:2])[CH3:3] |f:1.2.3.4.5.6,8.9|. Reported procedure: To a solution of 0.323 g (0.13 mmol) of the product of Step C in 10 mL of anhydrous THF was carefully added 0.1 g (2.63 mmol) of lithium aluminum hydride. The reaction mixture was then stirred overnight under a nitrogen atmosphere at 65° C. The reaction mixture was then cooled using an external ice water bath, 5.0 mL EtOAc was added. The reaction mixture was stirred an additional 20 min, at which point an excess of 2.5 N aqueous sodium hydroxide was added, followed by 50 mL EtOAc. The aqueous la... Reactants: NC1=CC=C(C=C1)O (4-aminophenol), C1(=CC=CC=C1)S(=O)(=O)N1C=C(C=2C1=NC=CC2)C2=NC(=NC=C2)Cl (1-benzenesulfonyl-3-(2-chloro-pyrimidin-4-yl)-1H-pyrrolo[2,3-b]pyridine). Product: OC1=CC=C(C=C1)NC1=NC=CC(=N1)C1=CNC2=NC=CC=C21 ((4-Hydroxyphenyl)-[4-(1H-pyrrolo[2,3-b]pyridin-3-yl)-pyrimidin-2-yl]-amine). Isolated yield 29.3%. As a reaction SMILES: [NH2:1][C:2]1[CH:7]=[CH:6][C:5]([OH:8])=[CH:4][CH:3]=1.C1(S([N:18]2[C:22]3=[N:23][CH:24]=[CH:25][CH:26]=[C:21]3[C:20]([C:27]3[CH:32]=[CH:31][N:30]=[C:29](Cl)[N:28]=3)=[CH:19]2)(=O)=O)C=CC=CC=1>>[OH:8][C:5]1[CH:6]=[CH:7][C:2]([NH:1][C:29]2[N:28]=[C:27]([C:20]3[C:21]4[C:22](=[N:23][CH:24]=[CH:25][CH:26]=4)[NH:18][CH:19]=3)[CH:32]=[CH:31][N:30]=2)=[CH:3][CH:4]=1. Procedure: Using the procedure of example 1, 4-aminophenol (177 mg) was reacted with compound 1f (200 mg) to provide compound 39 (48 mg, 29%). 1H NMR (400 MHz, CD3OD) δ 8.48 (d, J=8.0 Hz, 1H), 8.24 (s, 1H), 8.23 (d, J=8.0 Hz, 1H), 8.12 (d, J=4.8 Hz, 1H), 7.45 (d, J=8.0 Hz, 1H), 7.05 (dd, J=8.0 Hz, 5.6 Hz, 1H), 7.00 (d, J=5.2 Hz, 1H), 6.98 (m, 1H), 6.85 (d, J=8.0 Hz, 1H), 6.83 (d, J=8.0 Hz, 1H). MS (ESI) m/z: 304 (M+H)+.